This data is from the Open Reaction Database (ORD), a public repository of structured organic reaction records. The task is: describe an organic reaction: reactants, conditions, products, and yield The reactants are Cc1c(C)c(C)c(P(C(C)(C)C)C(C)(C)C)c(-c2c(C(C)C)cc(C(C)C)cc2C(C)C)c1C, CCn1c(=O)n(-c2ccc(OCc3ccccc3)cc2)c2ncc(Cl)cc21, Cl, [K+], C1COCCO1, [OH-], O. RXN SMILES: [C:28]([P:29]([C:30]([CH3:31])([CH3:32])[CH3:33])[c:34]1[c:35]([CH3:36])[c:37]([CH3:38])[c:39]([CH3:40])[c:41]([CH3:42])[c:43]1-[c:44]1[c:45]([CH:46]([CH3:47])[CH3:48])[cH:49][c:50]([CH:51]([CH3:52])[CH3:53])[cH:54][c:55]1[CH:56]([CH3:57])[CH3:58])([CH3:59])([CH3:60])[CH3:61].[CH2:1]([c:2]1[cH:3][cH:4][cH:5][cH:6][cH:7]1)[O:8][c:9]1[cH:10][cH:11][c:12](-[n:15]2[c:16](=[O:27])[n:17]([CH2:25][CH3:26])[c:18]3[c:19]2[n:20][cH:21][c:22]([Cl:24])[cH:23]3)[cH:13][cH:14]1.[ClH:64].[K+:63].[O:65]1[CH2:66][CH2:67][O:68][CH2:69][CH2:70]1.[OH-:62].[OH2:71]>>[CH2:1]([c:2]1[cH:3][cH:4][cH:5][cH:6][cH:7]1)[O:8][c:9]1[cH:10][cH:11][c:12](-[n:15]2[c:16](=[O:27])[n:17]([CH2:25][CH3:26])[c:18]3[c:19]2[n:20][cH:21][c:22]([OH:62])[cH:23]3)[cH:13][cH:14]1. Yields the product CCn1c(=O)n(-c2ccc(OCc3ccccc3)cc2)c2ncc(O)cc21.